Dataset: the Open Reaction Database (ORD), a public repository of structured organic reaction records. Task: describe an organic reaction: reactants, conditions, products, and yield Starting materials: O=C(NCc1cccnc1)c1ccc2c(c1)ncn2-c1cccc(Br)c1, CCCC[Sn](CCCC)(CCCC)c1cccn1C, Cl[Pd]Cl, c1ccc(P(c2ccccc2)c2ccccc2)cc1, c1ccc(P(c2ccccc2)c2ccccc2)cc1. Yields the product Cn1cccc1-c1cccc(-n2cnc3cc(C(=O)NCc4cccnc4)ccc32)c1. RXN SMILES: [Br:1][c:2]1[cH:3][c:4](-[n:8]2[cH:9][n:10][c:11]3[c:12]2[cH:13][cH:14][c:15]([C:17](=[O:18])[NH:19][CH2:20][c:21]2[cH:22][n:23][cH:24][cH:25][cH:26]2)[cH:16]3)[cH:5][cH:6][cH:7]1.[CH3:27][n:28]1[c:29]([Sn:33]([CH2:34][CH2:35][CH2:36][CH3:37])([CH2:38][CH2:39][CH2:40][CH3:41])[CH2:42][CH2:43][CH2:44][CH3:45])[cH:30][cH:31][cH:32]1.[Pd:46]([Cl:47])[Cl:48].[c:49]1([P:50]([c:51]2[cH:52][cH:53][cH:54][cH:55][cH:56]2)[c:57]2[cH:58][cH:59][cH:60][cH:61][cH:62]2)[cH:63][cH:64][cH:65][cH:66][cH:67]1.[c:68]1([P:69]([c:70]2[cH:71][cH:72][cH:73][cH:74][cH:75]2)[c:76]2[cH:77][cH:78][cH:79][cH:80][cH:81]2)[cH:82][cH:83][cH:84][cH:85][cH:86]1>>[c:2]1(-[c:29]2[n:28]([CH3:27])[cH:32][cH:31][cH:30]2)[cH:3][c:4](-[n:8]2[cH:9][n:10][c:11]3[c:12]2[cH:13][cH:14][c:15]([C:17](=[O:18])[NH:19][CH2:20][c:21]2[cH:22][n:23][cH:24][cH:25][cH:26]2)[cH:16]3)[cH:5][cH:6][cH:7]1.